describe an organic reaction: reactants, conditions, products, and yield From a dataset of the Open Reaction Database (ORD), a public repository of structured organic reaction records. The reactants are C(#N)C1=CC=C(C=C1)C1=CC=CC=2N1C(=NC2)C(=O)OCC (5-(p-cyanophenyl)-3-ethoxycarbonyl-imidazo[1,5-a]pyridine). Reagents/catalysts: [Pd] (Pd on charcoal). Run in C(C)O (ethanol). The product is C(#N)C1=CC=C(C=C1)C1CCCC=2N1C(=NC2)C(=O)OCC (5-(p-cyanophenyl)-3-ethoxycarbonyl-5,6,7,8-tetrahydroimidazo[1,5-a]pyridine). RXN SMILES: [C:1]([C:3]1[CH:8]=[CH:7][C:6]([C:9]2[N:14]3[C:15]([C:18]([O:20][CH2:21][CH3:22])=[O:19])=[N:16][CH:17]=[C:13]3[CH:12]=[CH:11][CH:10]=2)=[CH:5][CH:4]=1)#[N:2]>C(O)C.[Pd]>[C:1]([C:3]1[CH:8]=[CH:7][C:6]([CH:9]2[N:14]3[C:15]([C:18]([O:20][CH2:21][CH3:22])=[O:19])=[N:16][CH:17]=[C:13]3[CH2:12][CH2:11][CH2:10]2)=[CH:5][CH:4]=1)#[N:2]. Reported procedure: A solution of 1.1 g of 5-(p-cyanophenyl)-3-ethoxycarbonyl-imidazo[1,5-a]pyridine in 30 ml of ethanol is hydrogenated with 0.1 g of 10% Pd on charcoal at 1 bar for 2 h, filtered and evaporated to dryness. The resulting oil is partitioned between water and ethyl acetate. The organic phase is separated, dried over sodium sulfate and evaporated. The residue is chromatographed on 40 g of silica gel with ethyl acetate to yield 5-(p-cyanophenyl)-3-ethoxycarbonyl-5,6,7,8-tetrahydroimidazo[1,5-a]pyridine... Reactants: Cl (hydrochloric acid), NC=1C=C(C(=O)N2C(=C(C3=CC=CC=C23)CCCC(=O)O)C)C=CC1 (4-[1-(3-aminobenzoyl)-2-methylindol-3-yl]butyric acid), C(C(C)C)C1=CC=C(C=C1)C(C1=CC=C(C=C1)CC(C)C)Cl (bis(4-isobutylphenyl)methyl chloride), C(C)(C)N(CC)C(C)C (diisopropylethylamine). Reaction conditions: temperature 20 celsius, time 14 hour. Reported procedure: A mixture of 4-[1-(3-aminobenzoyl)-2-methylindol-3-yl]butyric acid (587 mg), bis(4-isobutylphenyl)methyl chloride (905 mg) and diisopropylethylamine (754 mg) in dichloromethane (20 ml) was stirred at 20° C. for 14 hours. The reaction mixture was poured into a mixture of ethyl acetate and 1N hydrochloric acid. The organic layer was separated, washed with water and brine, and dried over magnesium sulfate. After evaporation of the solvent, the residue was chromatographed on a silica gel column (50 ... The product is C(C(C)C)C1=CC=C(C=C1)C(C1=CC=C(C=C1)CC(C)C)NC=1C=C(C(=O)N2C(=C(C3=CC=CC=C23)CCCC(=O)O)C)C=CC1 (4-[1-[3-[bis(4-isobutylphenyl)methylamino]benzoyl]-2-methylindol-3-yl]butyric acid). The yield is 67.1%. Solvent: C(C)(=O)OCC (ethyl acetate), ClCCl (dichloromethane). RXN SMILES: [NH2:1][C:2]1[CH:3]=[C:4]([CH:23]=[CH:24][CH:25]=1)[C:5]([N:7]1[C:15]2[C:10](=[CH:11][CH:12]=[CH:13][CH:14]=2)[C:9]([CH2:16][CH2:17][CH2:18][C:19]([OH:21])=[O:20])=[C:8]1[CH3:22])=[O:6].[CH2:26]([C:30]1[CH:35]=[CH:34][C:33]([CH:36](Cl)[C:37]2[CH:42]=[CH:41][C:40]([CH2:43][CH:44]([CH3:46])[CH3:45])=[CH:39][CH:38]=2)=[CH:32][CH:31]=1)[CH:27]([CH3:29])[CH3:28].C(N(C(C)C)CC)(C)C.Cl>ClCCl.C(OCC)(=O)C>[CH2:43]([C:40]1[CH:41]=[CH:42][C:37]([CH:36]([NH:1][C:2]2[CH:3]=[C:4]([CH:23]=[CH:24][CH:25]=2)[C:5]([N:7]2[C:15]3[C:10](=[CH:11][CH:12]=[CH:13][CH:14]=3)[C:9]([CH2:16][CH2:17][CH2:18][C:19]([OH:21])=[O:20])=[C:8]2[CH3:22])=[O:6])[C:33]2[CH:34]=[CH:35][C:30]([CH2:26][CH:27]([CH3:29])[CH3:28])=[CH:31][CH:32]=2)=[CH:38][CH:39]=1)[CH:44]([CH3:46])[CH3:45].